Dataset: the Open Reaction Database (ORD), a public repository of structured organic reaction records. Task: describe an organic reaction: reactants, conditions, products, and yield Reaction SMILES: [CH2:1]([CH3:2])[O:3][CH2:4][c:5]1[n:6]([CH2:35][c:36]2[cH:37][c:38](-[c:41]3[cH:42][cH:43][c:44]([F:47])[cH:45][cH:46]3)[n:39][o:40]2)[c:7]2[c:8]([c:9]([N:15]([CH2:16][c:17]3[cH:18][cH:19][c:20]([O:21][CH3:22])[cH:23][cH:24]3)[CH2:25][c:26]3[cH:27][cH:28][c:29]([O:30][CH3:31])[cH:32][cH:33]3)[n:10][c:11]([CH3:14])[c:12]2[CH3:13])[n:34]1.[OH:48][C:49]([C:50]([F:51])([F:52])[F:53])=[O:54]>>[CH2:1]([CH3:2])[O:3][CH2:4][c:5]1[n:6]([CH2:35][c:36]2[cH:37][c:38](-[c:41]3[cH:42][cH:43][c:44]([F:47])[cH:45][cH:46]3)[n:39][o:40]2)[c:7]2[c:8]([c:9]([NH2:15])[n:10][c:11]([CH3:14])[c:12]2[CH3:13])[n:34]1. Reactants: CCOCc1nc2c(N(Cc3ccc(OC)cc3)Cc3ccc(OC)cc3)nc(C)c(C)c2n1Cc1cc(-c2ccc(F)cc2)no1, O=C(O)C(F)(F)F. The product is CCOCc1nc2c(N)nc(C)c(C)c2n1Cc1cc(-c2ccc(F)cc2)no1. The reactants are CC(C)(C)OC(=O)N1CCC(c2cccc(Br)c2)CC1, C=O, O=CO. The product is CN1CCC(c2cccc(Br)c2)CC1. Reaction SMILES: [Br:1][c:2]1[cH:3][c:4]([CH:8]2[CH2:9][CH2:10][N:11]([C:14]([O:15][C:16]([CH3:17])([CH3:18])[CH3:19])=[O:20])[CH2:12][CH2:13]2)[cH:5][cH:6][cH:7]1.[CH2:21]=[O:22].[CH:23]([OH:24])=[O:25]>>[Br:1][c:2]1[cH:3][c:4]([CH:8]2[CH2:9][CH2:10][N:11]([CH3:14])[CH2:12][CH2:13]2)[cH:5][cH:6][cH:7]1. Reactants: Cl.ClC1=C(SC2=C(N(C1=O)CCCN1CCN(CC1)C)C=CC=C2)C2=CC=CC=C2 (3-Chloro-5-[3-(4-methyl-1-piperazinyl)propyl]-2-phenyl-1,5-benzothiazepin-4(5H)-one, hydrochloride), OO (hydrogen peroxide). Run in C(C)(=O)O (acetic acid). Conditions: time 16 hour. The product is Cl.Cl.ClC1=C(S(C2=C(N(C1=O)CCCN1CCN(CC1)C)C=CC=C2)=O)C2=CC=CC=C2 (3-Chloro-5-[3-(4-methyl-1-piperazinyl)propyl]-2-phenyl-1,5-benzothiazepin-4(5H)-one-1-oxide, dihydrochloride). RXN SMILES: [ClH:1].[Cl:2][C:3]1[C:9](=[O:10])[N:8]([CH2:11][CH2:12][CH2:13][N:14]2[CH2:19][CH2:18][N:17]([CH3:20])[CH2:16][CH2:15]2)[C:7]2[CH:21]=[CH:22][CH:23]=[CH:24][C:6]=2[S:5][C:4]=1[C:25]1[CH:30]=[CH:29][CH:28]=[CH:27][CH:26]=1.[OH:31]O>C(O)(=O)C>[ClH:2].[ClH:1].[Cl:2][C:3]1[C:9](=[O:10])[N:8]([CH2:11][CH2:12][CH2:13][N:14]2[CH2:15][CH2:16][N:17]([CH3:20])[CH2:18][CH2:19]2)[C:7]2[CH:21]=[CH:22][CH:23]=[CH:24][C:6]=2[S:5](=[O:31])[C:4]=1[C:25]1[CH:30]=[CH:29][CH:28]=[CH:27][CH:26]=1 |f:0.1,4.5.6|. Reported procedure: 3-Chloro-5-[3-(4-methyl-1-piperazinyl)propyl]-2-phenyl-1,5-benzothiazepin-4(5H)-one, hydrochloride (prepared as described in Example 1) is treated with one equivalent of hydrogen peroxide in dilute acetic acid, and allowed to stand for about 16 hours. Solvent removal yields the title compound. Reactants: CC(C)(C)OC(=O)N1C2CCC(C2)C1c1ncc(-c2ccc(B3OC(C)(C)C(C)(C)O3)cc2)[nH]1, CC(C)(C)OC(=O)N1C2CCC(C2)C1c1ncc(-c2ccc(Br)cc2)[nH]1, O=C([O-])O, CCOC(C)=O, [Na+], O, c1ccc(P(c2ccccc2)(c2ccccc2)[Pd](P(c2ccccc2)(c2ccccc2)c2ccccc2)(P(c2ccccc2)(c2ccccc2)c2ccccc2)P(c2ccccc2)(c2ccccc2)c2ccccc2)cc1. Yields the product CC(C)(C)OC(=O)N1C2CCC(C2)C1c1ncc(-c2ccc(-c3ccc(-c4cnc(C5C6CCC(C6)N5C(=O)OC(C)(C)C)[nH]4)cc3)cc2)[nH]1. RXN SMILES: [C:1]([CH3:2])([CH3:3])([CH3:4])[O:5][C:6](=[O:7])[N:8]1[CH:9]2[CH2:10][CH2:11][CH:12]([CH:13]1[c:14]1[nH:15][c:16](-[c:19]3[cH:20][cH:21][c:22]([B:25]4[O:26][C:27]([CH3:28])([CH3:29])[C:30]([CH3:31])([CH3:32])[O:33]4)[cH:23][cH:24]3)[cH:17][n:18]1)[CH2:34]2.[C:35]([CH3:36])([CH3:37])([CH3:38])[O:39][C:40](=[O:41])[N:42]1[CH:43]2[CH2:44][CH2:45][CH:46]([CH:47]1[c:48]1[nH:49][c:50](-[c:53]3[cH:54][cH:55][c:56]([Br:59])[cH:57][cH:58]3)[cH:51][n:52]1)[CH2:60]2.[C:61](=[O:62])([OH:63])[O-:64].[CH3:67][CH2:68][O:69][C:70]([CH3:71])=[O:72].[Na+:65].[OH2:66].[cH:73]1[cH:74][cH:75][c:76]([P:77]([Pd:78]([P:79]([c:80]2[cH:81][cH:82][cH:83][cH:84][cH:85]2)([c:86]2[cH:87][cH:88][cH:89][cH:90][cH:91]2)[c:92]2[cH:93][cH:94][cH:95][cH:96][cH:97]2)([P:98]([c:99]2[cH:100][cH:101][cH:102][cH:103][cH:104]2)([c:105]2[cH:106][cH:107][cH:108][cH:109][cH:110]2)[c:111]2[cH:112][cH:113][cH:114][cH:115][cH:116]2)[P:117]([c:118]2[cH:119][cH:120][cH:121][cH:122][cH:123]2)([c:124]2[cH:125][cH:126][cH:127][cH:128][cH:129]2)[c:130]2[cH:131][cH:132][cH:133][cH:134][cH:135]2)([c:136]2[cH:137][cH:138][cH:139][cH:140][cH:141]2)[c:142]2[cH:143][cH:144][cH:145][cH:146][cH:147]2)[cH:148][cH:149]1>>[C:1]([CH3:2])([CH3:3])([CH3:4])[O:5][C:6](=[O:7])[N:8]1[CH:9]2[CH2:10][CH2:11][CH:12]([CH:13]1[c:14]1[nH:15][c:16](-[c:19]3[cH:20][cH:21][c:22](-[c:56]4[cH:55][cH:54][c:53](-[c:50]5[nH:49][c:48]([CH:47]6[N:42]([C:40]([O:39][C:35]([CH3:36])([CH3:37])[CH3:38])=[O:41])[CH:43]7[CH2:44][CH2:45][CH:46]6[CH2:60]7)[n:52][cH:51]5)[cH:58][cH:57]4)[cH:23][cH:24]3)[cH:17][n:18]1)[CH2:34]2. Starting materials: CN(C=1C=C(C=O)C=CC1OC)C (3-dimethylamino-4-methoxybenzaldehyde), N1CCCCC1 (piperidine), C(#N)CC(=O)NCCCCCC(=O)O (6-(2-cyan-acetylamino)hexanoic acid). Run in N1=CC=CC=C1 (pyridine). Run at time 20 hour. Yields the product C(#N)C(C(=O)NCCCCCC(=O)O)=CC1=CC(=C(C=C1)OC)N(C)C (6-[2-cyan-3-(3-dimethylamino-4-methoxy-phenyl)acryloylamino]hexanoic acid). As a reaction SMILES: [C:1]([CH2:3][C:4]([NH:6][CH2:7][CH2:8][CH2:9][CH2:10][CH2:11][C:12]([OH:14])=[O:13])=[O:5])#[N:2].[CH3:15][N:16]([CH3:27])[C:17]1[CH:18]=[C:19]([CH:22]=[CH:23][C:24]=1[O:25][CH3:26])[CH:20]=O.N1CCCCC1>N1C=CC=CC=1>[C:1]([C:3](=[CH:20][C:19]1[CH:22]=[CH:23][C:24]([O:25][CH3:26])=[C:17]([N:16]([CH3:27])[CH3:15])[CH:18]=1)[C:4]([NH:6][CH2:7][CH2:8][CH2:9][CH2:10][CH2:11][C:12]([OH:14])=[O:13])=[O:5])#[N:2]. Procedure: 3.96 g (20 mMol 6-(2-cyan-acetylamino)hexanoic acid was dissolved in 27 ml pyridine. 3.64 g (20 mMol) 3-dimethylamino-4-methoxybenzaldehyde and 0.6 mL piperidine were added to the solution and the reaction mixture was stirred for 20 hours. After evaporation of the reaction mixture the residue was solved in 150 ml ethyl acetate and 150 ml water and the pH was adjusted with pure acetic acid to 4.2. The aqueous phase was extracted with ethyl acetate. The collected ethyl acetate phases were washed w... Reactants: OC(C[C@]1(NC(N(CC1)[C@@H](C)C1=CC=C(C=C1)B1OC(C(O1)(C)C)(C)C)=O)C1=CC=CC=C1)(C)C ((S)-4-(2-hydroxy-2-methylpropyl)-4-phenyl-1-((S)-1-(4-(4,4,5,5-tetramethyl-1,3,2-dioxaborolan-2-yl)phenyl)ethyl)tetrahydropyrimidin-2(1H)-one), IC1=CC(N(C=C1)C)=O (4-iodo-1-methylpyridin-2(1H)-one), C(=O)([O-])[O-].[Cs+].[Cs+] (Cs2CO3), Pd(PPh3)Cl2. Run in O1CCOCC1 (1,4-dioxane). The product is OC(C[C@]1(NC(N(CC1)[C@@H](C)C1=CC=C(C=C1)C1=CC(N(C=C1)C)=O)=O)C1=CC=CC=C1)(C)C ((S)-4-(2-hydroxy-2-methylpropyl)-1-((S)-1-(4-(1-methyl-2-oxo-1,2-dihydropyridin-4-yl)phenyl)ethyl)-4-phenyltetrahydropyrimidin-2(1H)-one). Yield: 54.4%. Reaction SMILES: [OH:1][C:2]([CH3:35])([CH3:34])[CH2:3][C@:4]1([C:28]2[CH:33]=[CH:32][CH:31]=[CH:30][CH:29]=2)[CH2:9][CH2:8][N:7]([C@H:10]([C:12]2[CH:17]=[CH:16][C:15](B3OC(C)(C)C(C)(C)O3)=[CH:14][CH:13]=2)[CH3:11])[C:6](=[O:27])[NH:5]1.I[C:37]1[CH:42]=[CH:41][N:40]([CH3:43])[C:39](=[O:44])[CH:38]=1.C([O-])([O-])=O.[Cs+].[Cs+]>O1CCOCC1>[OH:1][C:2]([CH3:34])([CH3:35])[CH2:3][C@:4]1([C:28]2[CH:33]=[CH:32][CH:31]=[CH:30][CH:29]=2)[CH2:9][CH2:8][N:7]([C@H:10]([C:12]2[CH:13]=[CH:14][C:15]([C:37]3[CH:42]=[CH:41][N:40]([CH3:43])[C:39](=[O:44])[CH:38]=3)=[CH:16][CH:17]=2)[CH3:11])[C:6](=[O:27])[NH:5]1 |f:2.3.4|. Reported procedure: To a solution of (S)-4-(2-hydroxy-2-methylpropyl)-4-phenyl-1-((S)-1-(4-(4,4,5,5-tetramethyl-1,3,2-dioxaborolan-2-yl)phenyl)ethyl)tetrahydropyrimidin-2(1H)-one (170 mg, 0.36 mmol) and 4-iodo-1-methylpyridin-2(1H)-one (100 mg, 0.43 mmol) in dry 1,4-dioxane (5 mL) was added 2M aq Cs2CO3 (1 mL) and Pd(PPh3)Cl2 (21.4 mg, 0.03 mmol). After addition, the mixture was heated to reflux for 2 h under N2 atmosphere. The solid was filtered off and diluted with water (30 mL) and EtOAc (30 mL). The mixture was... Starting materials: [B-][N+](C)(C)C (borane-trimethylamine complex), C(C)(C)(C)C1=CC(=C(C=O)C=C1)OC1CCN(CC1)C(=O)OC(C)(C)C (4-(tert-butyl)-2-(1-Boc-piperidine-4-yloxy)benzaldehyde), ClC=1C=CC(=NC1)NC(C1=C(C=CC(=C1)Cl)N)=O (N-(5-chloropyridin-2-yl)-2-amino-5-chlorobenzamide), C1(=CC=C(C=C1)S(=O)(=O)[O-])C.[NH+]1=CC=CC=C1 (pyridinium p-toluenesulfonate), S(=O)(=O)([O-])[O-].[Mg+2] (magnesium sulfate). Run in C1(=CC=CC=C1)C (toluene). Conditions: temperature 75 celsius, time 3 hour. The product is C(C)(C)(C)C1=CC(=C(CNC2=C(C(=O)NC3=NC=C(C=C3)Cl)C=C(C=C2)Cl)C=C1)OC1CCN(CC1)C(=O)OC(C)(C)C (2-[4-(tert-Butyl)-2-(1-Boc-piperidin-4-yloxy)benzylamino]-5-chloro-N-(5-chloropyridin-2-yl)benzamide). The yield is 87.3%. Reaction SMILES: [C:1]([C:5]1[CH:12]=[CH:11][C:8]([CH:9]=O)=[C:7]([O:13][CH:14]2[CH2:19][CH2:18][N:17]([C:20]([O:22][C:23]([CH3:26])([CH3:25])[CH3:24])=[O:21])[CH2:16][CH2:15]2)[CH:6]=1)([CH3:4])([CH3:3])[CH3:2].[Cl:27][C:28]1[CH:29]=[CH:30][C:31]([NH:34][C:35](=[O:44])[C:36]2[CH:41]=[C:40]([Cl:42])[CH:39]=[CH:38][C:37]=2[NH2:43])=[N:32][CH:33]=1.C1(C)C=CC(S([O-])(=O)=O)=CC=1.[NH+]1C=CC=CC=1.S([O-])([O-])(=O)=O.[Mg+2].[B-][N+](C)(C)C>C1(C)C=CC=CC=1>[C:1]([C:5]1[CH:12]=[CH:11][C:8]([CH2:9][NH:43][C:37]2[CH:38]=[CH:39][C:40]([Cl:42])=[CH:41][C:36]=2[C:35]([NH:34][C:31]2[CH:30]=[CH:29][C:28]([Cl:27])=[CH:33][N:32]=2)=[O:44])=[C:7]([O:13][CH:14]2[CH2:15][CH2:16][N:17]([C:20]([O:22][C:23]([CH3:25])([CH3:26])[CH3:24])=[O:21])[CH2:18][CH2:19]2)[CH:6]=1)([CH3:2])([CH3:3])[CH3:4] |f:2.3,4.5|. Procedure: A solution of the 4-(tert-butyl)-2-(1-Boc-piperidine-4-yloxy)benzaldehyde (0.15 g, 0.42 mmol), N-(5-chloropyridin-2-yl)-2-amino-5-chlorobenzamide (0.12 g, 0.42 mmol) and catalytic pyridinium p-toluenesulfonate in toluene (8 mL) was treated with excess magnesium sulfate (0.5 g). The reaction mixture was then heated at 75° C. overnight. The reaction was cooled down to room temperature, filtered, and concentrated in vacuo to an oily residue which was redissolved in acetic acid (1.4 mL). The resulti...